Dataset: the Open Reaction Database (ORD), a public repository of structured organic reaction records. Task: describe an organic reaction: reactants, conditions, products, and yield Reactants: [Br-], C1CCOC1, COc1ccc([Mg+])c(OC)c1, Cc1cccc(C#N)n1, Cl. Yields the product COc1ccc(C(=O)c2cccc(C)n2)c(OC)c1. As a reaction SMILES: [Br-:10].[CH2:23]1[CH2:26][CH2:25][CH2:24][O:27]1.[CH3:11][O:12][c:13]1[c:14]([Mg+:21])[cH:15][cH:16][c:17]([O:19][CH3:20])[cH:18]1.[CH3:1][c:2]1[cH:3][cH:4][cH:5][c:6]([C:8]#[N:9])[n:7]1.[ClH:22]>>[CH3:1][c:2]1[cH:3][cH:4][cH:5][c:6]([C:8]([c:14]2[c:13]([O:12][CH3:11])[cH:18][c:17]([O:19][CH3:20])[cH:16][cH:15]2)=[O:27])[n:7]1. Reactants: CON, COc1cc(N2CCN(C(=O)Cn3nc(C(F)(F)F)c(Cl)c3C)CC2)c(C=O)cc1Cl. Product: CON=Cc1cc(Cl)c(OC)cc1N1CCN(C(=O)Cn2nc(C(F)(F)F)c(Cl)c2C)CC1. As a reaction SMILES: [CH3:32][O:33][NH2:34].[Cl:1][c:2]1[c:3]([O:30][CH3:31])[cH:4][c:5]([N:10]2[CH2:11][CH2:12][N:13]([C:16]([CH2:17][n:18]3[n:19][c:20]([C:25]([F:26])([F:27])[F:28])[c:21]([Cl:24])[c:22]3[CH3:23])=[O:29])[CH2:14][CH2:15]2)[c:6]([CH:7]=[O:8])[cH:9]1>>[Cl:1][c:2]1[c:3]([O:30][CH3:31])[cH:4][c:5]([N:10]2[CH2:11][CH2:12][N:13]([C:16]([CH2:17][n:18]3[n:19][c:20]([C:25]([F:26])([F:27])[F:28])[c:21]([Cl:24])[c:22]3[CH3:23])=[O:29])[CH2:14][CH2:15]2)[c:6]([CH:7]=[N:34][O:33][CH3:32])[cH:9]1. Reactants: COCCOCCOC, Cc1cc(NCCOCCCc2cccnc2)c([N+](=O)[O-])c(Cl)n1, [H-], [Na+], O, Oc1ccccc1. Product: Cc1cc(NCCOCCCc2cccnc2)c([N+](=O)[O-])c(Oc2ccccc2)n1. RXN SMILES: [CH3:35][O:36][CH2:37][CH2:38][O:39][CH2:40][CH2:41][O:42][CH3:43].[Cl:10][c:11]1[n:12][c:13]([CH3:33])[cH:14][c:15]([NH:20][CH2:21][CH2:22][O:23][CH2:24][CH2:25][CH2:26][c:27]2[cH:28][n:29][cH:30][cH:31][cH:32]2)[c:16]1[N+:17](=[O:18])[O-:19].[H-:8].[Na+:9].[OH2:34].[OH:1][c:2]1[cH:3][cH:4][cH:5][cH:6][cH:7]1>>[O:1]([c:2]1[cH:3][cH:4][cH:5][cH:6][cH:7]1)[c:11]1[n:12][c:13]([CH3:33])[cH:14][c:15]([NH:20][CH2:21][CH2:22][O:23][CH2:24][CH2:25][CH2:26][c:27]2[cH:28][n:29][cH:30][cH:31][cH:32]2)[c:16]1[N+:17](=[O:18])[O-:19]. Starting materials: C[Si](C)(C)[N-][Si](C)(C)C.[Li+] (lithium bis(trimethylsilyl)amide), solution, C(C)N(CC)CC1=CC=C2C(=N1)COC2=O (2-diethylaminomethyl-7H-furo[3,4-b]pyridin-5-one), FC=1C=C2CC(NC2=CC1)=O (5-fluoro-1,3-dihydro-indol-2-one), Cl (HCl). Run in C1CCOC1 (THF), C1CCOC1 (THF), C1CCOC1 (THF). Run at time 20 minute. Yields the product C(C)N(CC)CC1=CC=C2C(=N1)COC2=C2C(NC1=CC=C(C=C21)F)=O (3-(2-Diethylaminomethyl-7H-furo[3,4-b]pyridin-5-ylidene)-5-fluoro-1,3-dihydro-indol-2-one). Yield: 39.2%. Reaction SMILES: [F:1][C:2]1[CH:3]=[C:4]2[C:8](=[CH:9][CH:10]=1)[NH:7][C:6](=[O:11])[CH2:5]2.C[Si]([N-][Si](C)(C)C)(C)C.[Li+].[CH2:22]([N:24]([CH2:27][C:28]1[N:33]=[C:32]2[CH2:34][O:35][C:36](=O)[C:31]2=[CH:30][CH:29]=1)[CH2:25][CH3:26])[CH3:23].Cl>C1COCC1>[CH2:22]([N:24]([CH2:27][C:28]1[N:33]=[C:32]2[CH2:34][O:35][C:36](=[C:5]3[C:4]4[C:8](=[CH:9][CH:10]=[C:2]([F:1])[CH:3]=4)[NH:7][C:6]3=[O:11])[C:31]2=[CH:30][CH:29]=1)[CH2:25][CH3:26])[CH3:23] |f:1.2|. Procedure details: A solution of 5-fluoro-1,3-dihydro-indol-2-one (88 mg, 0.58 mmol.) in THF (4 mL) is placed under an argon atmosphere cooled in an ice bath. A solution of lithium bis(trimethylsilyl)amide (1.55 mL of a 1M solution in THF, 1.55 mmol) is added slowly at 0° C. and the resulting solution is stirred for 20 min. The ice-bath is then removed and a solution of 2-diethylaminomethyl-7H-furo[3,4-b]pyridin-5-one (85 mg, 0.39 mmol) in THF (1 mL) is added dropwise to the reaction mixture. The resulting solutio... Reactants: CO (methanol), C(\C=C\C(=O)O)(=O)O (fumaric acid), CNC1CNC2=C(CC1)C=CC=C2 (N-methyl-2,3,4,5-tetrahydro-[1H]-1-benzazepine-3-amine), CO (methanol). Solvent: C(C)(=O)OCC (ethyl acetate). The product is C(\C=C\C(=O)O)(=O)O.CNC1CNC2=C(CC1)C=CC=C2.CNC2CNC1=C(CC2)C=CC=C1 (di-[N-methyl-2,3,4,5-tetrahydro-[1H]-1-benzazepine-3-amine] fumarate). Yield: 82.3%. As a reaction SMILES: [C:1]([OH:8])(=[O:7])/[CH:2]=[CH:3]/[C:4]([OH:6])=[O:5].[CH3:9][NH:10][CH:11]1[CH2:17][CH2:16][C:15]2[CH:18]=[CH:19][CH:20]=[CH:21][C:14]=2[NH:13][CH2:12]1.CO>C(OCC)(=O)C>[C:1]([OH:8])(=[O:7])/[CH:2]=[CH:3]/[C:4]([OH:6])=[O:5].[CH3:9][NH:10][CH:11]1[CH2:17][CH2:16][C:15]2[CH:18]=[CH:19][CH:20]=[CH:21][C:14]=2[NH:13][CH2:12]1.[CH3:9][NH:10][CH:11]1[CH2:17][CH2:16][C:15]2[CH:18]=[CH:19][CH:20]=[CH:21][C:14]=2[NH:13][CH2:12]1 |f:4.5.6|. Procedure details: A solution of 247 mg of fumaric acid in 10 ml of methanol was added to a solution of 750 mg of N-methyl-2,3,4,5-tetrahydro-[1H]-1-benzazepine-3-amine in 30 ml of ethyl acetate and the mixture was concentrated under reduced pressure to 10 ml and was vacuum filtered to obtain 900 mg of raw product. The latter was dissolved in methanol and the solution was filtered. The filtrate was added to isopropanol and the mixture was concentrated until crystallization occured. The mixture was vacuum filtered ...